describe an organic reaction: reactants, conditions, products, and yield From a dataset of the Open Reaction Database (ORD), a public repository of structured organic reaction records. Conditions: temperature 50 celsius. RXN SMILES: [CH:1]1[C:10]2[C:5](=[C:6]([NH:11][C@@H:12]3[CH2:16][CH2:15][N:14]([CH2:17][C:18]4[CH:19]=[C:20]([CH:25]=[CH:26][CH:27]=4)[O:21][CH2:22][CH2:23][OH:24])[CH2:13]3)[CH:7]=[CH:8][CH:9]=2)[CH:4]=[CH:3][N:2]=1.[OH:28][C:29]1[CH:37]=[CH:36][C:35]([OH:38])=[CH:34][C:30]=1[C:31]([OH:33])=[O:32]>C(O)C>[OH:28][C:29]1[CH:37]=[CH:36][C:35]([OH:38])=[CH:34][C:30]=1[C:31]([OH:33])=[O:32].[CH:1]1[C:10]2[C:5](=[C:6]([NH:11][C@@H:12]3[CH2:16][CH2:15][N:14]([CH2:17][C:18]4[CH:19]=[C:20]([CH:25]=[CH:26][CH:27]=4)[O:21][CH2:22][CH2:23][OH:24])[CH2:13]3)[CH:7]=[CH:8][CH:9]=2)[CH:4]=[CH:3][N:2]=1 |f:3.4|. Reported procedure: To a 500 mL flask equipped with an internal temperature probe and a mechanical stirrer were added 50 g of (R)-2-(3-((3-(isoquinolin-5-ylamino)pyrrolidin-1-yl)methyl)phenoxy)ethyl benzoate diphosphate (from Example 8), 72 mL of tetrahydrofuran and 90 mL of 2 N sodium hydroxide. The resulting mixture was warmed to 38-42° C. and held for 24 hours. Upon disappearance of starting material the tetrahydrofuran was removed by rotary evaporation. The resulting mixture was extracted with 200 ml of isoprop... Run in C(C)O (ethanol). Yield: 80.0%. Yields the product OC1=C(C(=O)O)C=C(C=C1)O.C1=NC=CC2=C(C=CC=C12)N[C@H]1CN(CC1)CC=1C=C(OCCO)C=CC1 ((R)-2-(3-((3-(isoquinolin-5-ylamino)pyrrolidin-1-yl)methyl)phenoxy)ethanol 2,5-dihydroxybenzoic acid salt), solid. Reactants: OC1=C(C(=O)O)C=C(C=C1)O (2,5-dihydroxybenzoic acid), C1=NC=CC2=C(C=CC=C12)N[C@H]1CN(CC1)CC=1C=C(OCCO)C=CC1 ((R)-2-(3-((3-(isoquinolin-5-ylamino)pyrrolidin-1-yl)methyl)phenoxy)ethanol), solution. Reactants: C=C, CCN(CC)S(=O)(=O)Cl, CO, NC(N)=O. The product is CCN(CC)S(=O)(=O)N1CCNC1=O. Reaction SMILES: [CH2:5]=[CH2:6].[CH2:7]([CH3:8])[N:9]([S:10](=[O:11])(=[O:12])[Cl:13])[CH2:14][CH3:15].[CH3:16][OH:17].[NH2:1][C:2](=[O:3])[NH2:4]>>[N:1]1([S:10]([N:9]([CH2:7][CH3:8])[CH2:14][CH3:15])(=[O:11])=[O:12])[C:2](=[O:3])[NH:4][CH2:5][CH2:6]1. Starting materials: COc1cccc(N)c1, CN1CCCC1=O, COc1ccc(Cl)cc1-c1ccc2cnc(S(C)=O)nn12. Yields the product COc1cccc(Nc2ncc3ccc(-c4cc(Cl)ccc4OC)n3n2)c1. Reaction SMILES: [CH3:22][O:23][c:24]1[cH:25][c:26]([NH2:27])[cH:28][cH:29][cH:30]1.[CH3:31][N:32]1[CH2:33][CH2:34][CH2:35][C:36]1=[O:37].[Cl:1][c:2]1[cH:3][cH:4][c:5]([O:20][CH3:21])[c:6](-[c:8]2[cH:9][cH:10][c:11]3[cH:12][n:13][c:14]([S:17]([CH3:18])=[O:19])[n:15][n:16]23)[cH:7]1>>[Cl:1][c:2]1[cH:3][cH:4][c:5]([O:20][CH3:21])[c:6](-[c:8]2[cH:9][cH:10][c:11]3[cH:12][n:13][c:14]([NH:27][c:26]4[cH:25][c:24]([O:23][CH3:22])[cH:30][cH:29][cH:28]4)[n:15][n:16]23)[cH:7]1. Reactants: ClCC(COC1=CC=CC=C1)O (1-chloro-2-hydroxy-3-phenoxypropane), [I-].[Na+] (sodium iodide). Yields the product IC[C@H](COC1=CC=CC=C1)O ((S)-1-Iodo-2-hydroxy-3-phenoxypropane). Procedure details: A mixture of 55 g (0.29 mol) of 1-chloro-2-hydroxy-3-phenoxypropane, 170 g (1.1 mol) sodium iodide in 1.0 of acetone is refluxed in the dark under a nitrogen atmosphere for 3 days. The acetone is removed in vacuo, the residue slurried in chloroform, filtered and the filtrate stripped to afford the title compound. The solvent is CC(=O)C (acetone). As a reaction SMILES: Cl[CH2:2][CH:3]([OH:12])[CH2:4][O:5][C:6]1[CH:11]=[CH:10][CH:9]=[CH:8][CH:7]=1.[I-:13].[Na+]>CC(C)=O>[I:13][CH2:2][C@@H:3]([OH:12])[CH2:4][O:5][C:6]1[CH:11]=[CH:10][CH:9]=[CH:8][CH:7]=1 |f:1.2|. Reactants: CC(C)=O, COc1cc(C(O[Si](C)(C)C(C)(C)C)C(CCCc2ccccc2)COS(C)(=O)=O)cc(OC)c1C, [I-], [Na+], O. The product is COc1cc(C(O[Si](C)(C)C(C)(C)C)C(CI)CCCc2ccccc2)cc(OC)c1C. Reaction SMILES: [CH3:1][C:2](=[O:3])[CH3:4].[CH3:5][S:6]([O:7][CH2:10][CH:11]([CH2:12][CH2:13][CH2:14][c:15]1[cH:16][cH:17][cH:18][cH:19][cH:20]1)[CH:21]([c:22]1[cH:23][c:24]([O:31][CH3:32])[c:25]([CH3:30])[c:26]([O:28][CH3:29])[cH:27]1)[O:33][Si:34]([CH3:35])([CH3:36])[C:37]([CH3:38])([CH3:39])[CH3:40])(=[O:8])=[O:9].[I-:42].[Na+:41].[OH2:43]>>[CH2:10]([CH:11]([CH2:12][CH2:13][CH2:14][c:15]1[cH:16][cH:17][cH:18][cH:19][cH:20]1)[CH:21]([c:22]1[cH:23][c:24]([O:31][CH3:32])[c:25]([CH3:30])[c:26]([O:28][CH3:29])[cH:27]1)[O:33][Si:34]([CH3:35])([CH3:36])[C:37]([CH3:38])([CH3:39])[CH3:40])[I:42]. Reactants: BrC1=CC=C(C=C2N(CCC2)C)C=C1 (2-(4-bromobenzylidene)-1-methylpyrrolidine). Reagents/catalysts: [Pt].[H][H] (platinum on activated charcoal hydrogen). The solvent is C(C)O (ethanol). The product is BrC1=CC=C(CC2N(CCC2)C)C=C1 (2-(4-bromobenzyl)-1-methylpyrrolidine). Reaction SMILES: [Br:1][C:2]1[CH:14]=[CH:13][C:5]([CH:6]=[C:7]2[CH2:11][CH2:10][CH2:9][N:8]2[CH3:12])=[CH:4][CH:3]=1>C(O)C.[Pt].[H][H]>[Br:1][C:2]1[CH:14]=[CH:13][C:5]([CH2:6][CH:7]2[CH2:11][CH2:10][CH2:9][N:8]2[CH3:12])=[CH:4][CH:3]=1 |f:2.3|. Procedure: Hydrogenate 21.5 g of 2-(4-bromobenzylidene)-1-methylpyrrolidine in 400 ml of ethanol with platinum on activated charcoal/hydrogen. Filter out the catalyst, concentrate the filtrate and distil the residue to obtain 18.5 g (85% of theory) of the title compound (b.p. 70° at 0.001 mm of Hg).